This data is from the Open Reaction Database (ORD), a public repository of structured organic reaction records. The task is: describe an organic reaction: reactants, conditions, products, and yield Reactants: ClC=1C2=C(N=CN1)CCN(C2)C2=C(C#N)C=C(C=C2)C (2-(4-chloro-7,8-dihydropyrido[4,3-d]pyrimidin-6(5H)-yl)-5-methylbenzonitrile), [Si](C)(C)(C(C)(C)C)OC[C@@H](N)C=1C=NC(=NC1)OC ((S)-2-(tert-butyldimethylsilyloxy)-1-(2-methoxypyrimidin-5-yl)ethanamine). Run in C(C)#N (acetonitrile), C(C)(C)N(C(C)C)CC (N,N-diisopropylethylamine). The product is [Si](C)(C)(C(C)(C)C)OC[C@H](C=1C=NC(=NC1)OC)NC=1C2=C(N=CN1)CCN(C2)C2=C(C#N)C=C(C=C2)C ((S)-2-(4-(2-(tert-butyldimethylsilyloxy)-1-(2-methoxypyrimidin-5-yl)ethylamino)-7,8-dihydropyrido[4,3-d]pyrimidin-6(5H)-yl)-5-methylbenzonitrile). As a reaction SMILES: Cl[C:2]1[C:3]2[CH2:11][N:10]([C:12]3[CH:19]=[CH:18][C:17]([CH3:20])=[CH:16][C:13]=3[C:14]#[N:15])[CH2:9][CH2:8][C:4]=2[N:5]=[CH:6][N:7]=1.[Si:21]([O:28][CH2:29][C@H:30]([C:32]1[CH:33]=[N:34][C:35]([O:38][CH3:39])=[N:36][CH:37]=1)[NH2:31])([C:24]([CH3:27])([CH3:26])[CH3:25])([CH3:23])[CH3:22]>C(#N)C.C(N(CC)C(C)C)(C)C>[Si:21]([O:28][CH2:29][C@@H:30]([NH:31][C:2]1[C:3]2[CH2:11][N:10]([C:12]3[CH:19]=[CH:18][C:17]([CH3:20])=[CH:16][C:13]=3[C:14]#[N:15])[CH2:9][CH2:8][C:4]=2[N:5]=[CH:6][N:7]=1)[C:32]1[CH:37]=[N:36][C:35]([O:38][CH3:39])=[N:34][CH:33]=1)([C:24]([CH3:27])([CH3:26])[CH3:25])([CH3:23])[CH3:22]. Procedure: A reaction mixture of 2-(4-chloro-7,8-dihydropyrido[4,3-d]pyrimidin-6(5H)-yl)-5-methylbenzonitrile (500 mg, 1.76 mmol) and (S)-2-(tert-butyldimethylsilyloxy)-1-(2-methoxypyrimidin-5-yl)ethanamine (800 mg, 2.82 mmol) in acetonitrile (10 mL) and N,N-diisopropylethylamine (1 mL) was subjected to microwave irradiation at 185° C. for 3 h. The reaction mixture was concentrated and the residue was purified by silica-gel column to afford a light yellow solid. Starting materials: CC(=O)c1ccc(Cc2c(Cl)cc(N)cc2Cl)cc1, CC(=O)O, O=Cc1ccccc1, ClC(Cl)Cl, Cl, O=N[O-], [Na+], O, O, O, Cl[Sn]Cl. Yields the product CC(=O)c1ccc(Cc2c(Cl)cc(NN=Cc3ccccc3)cc2Cl)cc1. RXN SMILES: [C:1]([CH3:2])(=[O:3])[c:4]1[cH:5][cH:6][c:7]([CH2:8][c:9]2[c:10]([Cl:17])[cH:11][c:12]([NH2:13])[cH:14][c:15]2[Cl:16])[cH:18][cH:19]1.[CH3:37][C:38](=[O:39])[OH:40].[CH:29](=[O:30])[c:31]1[cH:32][cH:33][cH:34][cH:35][cH:36]1.[CH:43]([Cl:44])([Cl:45])[Cl:46].[ClH:42].[N:20]([O-:21])=[O:22].[Na+:23].[OH2:24].[OH2:25].[OH2:41].[Sn:26]([Cl:27])[Cl:28]>>[C:1]([CH3:2])(=[O:3])[c:4]1[cH:5][cH:6][c:7]([CH2:8][c:9]2[c:10]([Cl:17])[cH:11][c:12]([NH:13][N:20]=[CH:29][c:31]3[cH:32][cH:33][cH:34][cH:35][cH:36]3)[cH:14][c:15]2[Cl:16])[cH:18][cH:19]1.